From a dataset of the Open Reaction Database (ORD), a public repository of structured organic reaction records. describe an organic reaction: reactants, conditions, products, and yield The reactants are BrC1=C(C(=CC=C1OC)[N+](=O)[O-])NC1=CC=CC=C1 ((2-bromo-3-methoxy-6-nitro-phenyl)-phenylamine). The reagents and catalysts are [Pd] (palladium on carbon). Solvent: CCOC(=O)C (EtOAc). Conditions: time 16 hour. Yields the product BrC1=C(C(=CC=C1OC)N)NC1=CC=CC=C1 (3-Bromo-4-methoxy-N2-phenylbenzene-1,2-diamine). Isolated yield 80.3%. RXN SMILES: [Br:1][C:2]1[C:7]([O:8][CH3:9])=[CH:6][CH:5]=[C:4]([N+:10]([O-])=O)[C:3]=1[NH:13][C:14]1[CH:19]=[CH:18][CH:17]=[CH:16][CH:15]=1>CCOC(C)=O.[Pd]>[Br:1][C:2]1[C:7]([O:8][CH3:9])=[CH:6][CH:5]=[C:4]([NH2:10])[C:3]=1[NH:13][C:14]1[CH:15]=[CH:16][CH:17]=[CH:18][CH:19]=1. Procedure: To a solution of (2-bromo-3-methoxy-6-nitro-phenyl)-phenylamine (470 mg, 1.81 mmol) in EtOAc (15 mL) was added palladium on carbon (100 mg, 10% by wt) and the reaction mixture stirred at RT under an atmosphere of hydrogen for 16 h. The reaction mixture was filtered and the filtrate concentrated in vacuo to give the title compound as a yellow solid (426 mg, 100%). 1H NMR 400 MHz δ (CDCl3): 7.24-7.17 (2H, m), 6.89-6.83 (1H, m), 6.74-6.72 (1H, m), 6.68-6.63 (2H, m), 5.48 (1H, br s), 3.85 (3H, s). Starting materials: CC1(C)OCC(CO)O1, COCCOc1cc2c(Cl)nc(Nc3cc(C)[nH]n3)cc2cc1F, [H-], [Na+], CN(C)C=O, O. Product: COCCOc1cc2c(Cl)nc(Nc3cc(C)[nH]n3)cc2cc1OCC1COC(C)(C)O1. RXN SMILES: [CH3:3][C:4]1([CH3:11])[O:5][CH2:6][CH:7]([CH2:9][OH:10])[O:8]1.[Cl:12][c:13]1[n:14][c:15]([NH:29][c:30]2[n:31][nH:32][c:33]([CH3:35])[cH:34]2)[cH:16][c:17]2[cH:18][c:19]([F:28])[c:20]([O:23][CH2:24][CH2:25][O:26][CH3:27])[cH:21][c:22]12.[H-:2].[Na+:1].[O:37]=[CH:38][N:39]([CH3:40])[CH3:41].[OH2:36]>>[CH3:3][C:4]1([CH3:11])[O:5][CH2:6][CH:7]([CH2:9][O:10][c:19]2[cH:18][c:17]3[cH:16][c:15]([NH:29][c:30]4[n:31][nH:32][c:33]([CH3:35])[cH:34]4)[n:14][c:13]([Cl:12])[c:22]3[cH:21][c:20]2[O:23][CH2:24][CH2:25][O:26][CH3:27])[O:8]1. Yields the product ClC1=C(C=C(C(=C1)Cl)[N+](=O)[O-])S(=O)(=O)O (2,4-Dichloro-5-Nitrobenzenesulfonic Acid). Procedure details: 2,4-Dichloronitrobenzene (122 g (0.635 moles)) in 20% fuming sulfuric acid was heated at a temperature of 120° C. to 130° C. for 5 hours with stirring. After completion of the reaction, the reaction mixture was added portionwise to 1.5 l of ice water. The resulting aqueous solution was warmed to 50° C. and 400 g of NaCl was added thereto followed by cooling to room temperature. Crystals which separated out were collected by filtration, washed with water and with acetonitrile and dried. Conditions: temperature 50 celsius. As a reaction SMILES: [Cl:1][C:2]1[CH:7]=[C:6]([Cl:8])[CH:5]=[CH:4][C:3]=1[N+:9]([O-:11])=[O:10].[Na+].[Cl-].[S:14](=O)(=[O:17])([OH:16])[OH:15]>>[Cl:8][C:6]1[CH:7]=[C:2]([Cl:1])[C:3]([N+:9]([O-:11])=[O:10])=[CH:4][C:5]=1[S:14]([OH:17])(=[O:16])=[O:15] |f:1.2|. Reactants: ice water, ClC1=C(C=CC(=C1)Cl)[N+](=O)[O-] (2,4-Dichloronitrobenzene), S(O)(O)(=O)=O (sulfuric acid), [Na+].[Cl-] (NaCl). Starting materials: ester, C(C)OC(CCCCCCCN(S(=O)(=O)C1=CC=C(C=C1)C)C)=O (8-[Methyl-(toluene-4-sulfonyl)-amino]-octanoic acid ethyl ester). Solvent: [OH-].[Na+] (sodium hydroxide). Product: CN(CCCCCCCC(=O)O)S(=O)(=O)C1=CC=C(C=C1)C (8-[Methyl-(toluene-4-sulfonyl)-amino]-octanoic acid). As a reaction SMILES: C([O:3][C:4](=[O:24])[CH2:5][CH2:6][CH2:7][CH2:8][CH2:9][CH2:10][CH2:11][N:12]([CH3:23])[S:13]([C:16]1[CH:21]=[CH:20][C:19]([CH3:22])=[CH:18][CH:17]=1)(=[O:15])=[O:14])C>[OH-].[Na+]>[CH3:23][N:12]([S:13]([C:16]1[CH:21]=[CH:20][C:19]([CH3:22])=[CH:18][CH:17]=1)(=[O:15])=[O:14])[CH2:11][CH2:10][CH2:9][CH2:8][CH2:7][CH2:6][CH2:5][C:4]([OH:24])=[O:3] |f:1.2|. Reported procedure: The ester of 8-[Methyl-(toluene-4-sulfonyl)-amino]-octanoic acid ethyl ester was hydrolyzed in aqueous sodium hydroxide to obtain 8-[Methyl-(toluene-4-sulfonyl)-amino]-octanoic acid Starting materials: CC(=O)Nc1nc(CCl)cs1, O=C([O-])[O-], CN(C)C=O, [K+], [K+], O=[N+]([O-])c1ccc(S)cc1. The product is CC(=O)Nc1nc(CSc2ccc([N+](=O)[O-])cc2)cs1. Reaction SMILES: [C:1]([CH3:2])(=[O:3])[NH:4][c:5]1[s:6][cH:7][c:8]([CH2:10][Cl:11])[n:9]1.[C:22](=[O:23])([O-:24])[O-:25].[CH3:28][N:29]([CH3:30])[CH:31]=[O:32].[K+:26].[K+:27].[N+:12](=[O:13])([O-:14])[c:15]1[cH:16][cH:17][c:18]([SH:21])[cH:19][cH:20]1>>[C:1]([CH3:2])(=[O:3])[NH:4][c:5]1[s:6][cH:7][c:8]([CH2:10][S:21][c:18]2[cH:17][cH:16][c:15]([N+:12](=[O:13])[O-:14])[cH:20][cH:19]2)[n:9]1. Starting materials: [Al+3], C1CCOC1, CCOC(=O)c1cccnc1C(C)C, [H-], [H-], [H-], [H-], [Li+]. The product is CC(C)c1ncccc1CO. Reaction SMILES: [Al+3:16].[CH2:21]1[O:22][CH2:23][CH2:24][CH2:25]1.[CH:1]([CH3:2])([CH3:3])[c:4]1[n:5][cH:6][cH:7][cH:8][c:9]1[C:10](=[O:11])[O:12][CH2:13][CH3:14].[H-:15].[H-:18].[H-:19].[H-:20].[Li+:17]>>[CH:1]([CH3:2])([CH3:3])[c:4]1[n:5][cH:6][cH:7][cH:8][c:9]1[CH2:10][OH:11].